This data is from the Open Reaction Database (ORD), a public repository of structured organic reaction records. The task is: describe an organic reaction: reactants, conditions, products, and yield The reactants are OCCCBr, OC(c1ccc(F)cc1)(c1ccc(F)cc1)C1CCNCC1, [I-], [K+], [Na+], [Na+], O=C([O-])[O-], CN(C)C=O. The product is OCCCN1CCC(C(O)(c2ccc(F)cc2)c2ccc(F)cc2)CC1. RXN SMILES: [Br:23][CH2:24][CH2:25][CH2:26][OH:27].[F:1][c:2]1[cH:3][cH:4][c:5]([C:8]([OH:9])([CH:10]2[CH2:11][CH2:12][NH:13][CH2:14][CH2:15]2)[c:16]2[cH:17][cH:18][c:19]([F:22])[cH:20][cH:21]2)[cH:6][cH:7]1.[I-:35].[K+:34].[Na+:28].[Na+:29].[O-:30][C:31](=[O:32])[O-:33].[O:36]=[CH:37][N:38]([CH3:39])[CH3:40]>>[F:1][c:2]1[cH:3][cH:4][c:5]([C:8]([OH:9])([CH:10]2[CH2:11][CH2:12][N:13]([CH2:24][CH2:25][CH2:26][OH:27])[CH2:14][CH2:15]2)[c:16]2[cH:17][cH:18][c:19]([F:22])[cH:20][cH:21]2)[cH:6][cH:7]1. The reactants are FC(=C(C=C)F)F (1,1,2-trifluoro-1,3-butadiene), C1(=CC=CC=C1)SCl (phenylsulfenyl chloride), ClCCl (dichloromethane), ClCCl (dichloromethane), ice water. Reagents/catalysts: C([O-])([O-])=O.[Ca+2] (calcium carbonate). Reaction conditions: time 8 hour. Yields the product ClC(C(=C(F)F)F)CSC1=CC=CC=C1 (3-chloro-4-phenylthio-1,1,2-trifluoro-1-butene). Yield: 97.5%. RXN SMILES: [F:1][C:2]([F:7])=[C:3]([F:6])[CH:4]=[CH2:5].[C:8]1([S:14]Cl)[CH:13]=[CH:12][CH:11]=[CH:10][CH:9]=1.[Cl:16]CCl>C(=O)([O-])[O-].[Ca+2]>[Cl:16][CH:4]([CH2:5][S:14][C:8]1[CH:13]=[CH:12][CH:11]=[CH:10][CH:9]=1)[C:3]([F:6])=[C:2]([F:7])[F:1] |f:3.4|. Procedure details: To a solution of 1,1,2-trifluoro-1,3-butadiene (8.0 g. 74 mmol) and calcium carbonate (50 mg) in 85 mL of dichloromethane at -40° C. in a round-bottom 250 mL flask was added a solution of phenylsulfenyl chloride (7.1 g, 49 mmol) in 20 mL of dichloromethane over 2 hours. The reaction mixture was left to stand overnight at room temperature and poured into ice water. The organic layer was washed with aqueous 5% sodium metabisulfite solution and brine, then dried over anhydrous magnesium sulfate. Ev... Reactants: C1(=CC=CC=C1)[C@@H](C)NC1=NC=CN=C1N ((R)-N2-(1-Phenylethyl)pyrazine-2,3-diamine), BrC1=CN=C(C(=N1)N[C@H](C)C1=CC=CC=C1)N ((R)-6-bromo-N2-(1-phenylethyl)pyrazine-2,3-diamine), C(=O)O (formic acid). The reagents and catalysts are [Pd] (Pd/C). Reaction conditions: time 4 hour. The product is C1(=CC=CC=C1)[C@@H](C)N1C(NC=2C1=NC=CN2)=O ((R)-1-(1-PHENYLETHYL)-1H-IMIDAZO[4,5-B]PYRAZIN-2(3H)-ONE), C1(=CC=CC=C1)[C@@H](C)NC1=NC=CN=C1N ((R)-N2-(1-phenylethyl)pyrazine-2,3-diamine). Isolated yield 90.0%. As a reaction SMILES: [C:1]1([C@H:7]([NH:9][C:10]2[C:15]([NH2:16])=[N:14][CH:13]=[CH:12][N:11]=2)[CH3:8])[CH:6]=[CH:5][CH:4]=[CH:3][CH:2]=1.Br[C:18]1[N:23]=[C:22]([NH:24][C@@H:25]([C:27]2[CH:32]=[CH:31][CH:30]=[CH:29][CH:28]=2)[CH3:26])[C:21]([NH2:33])=[N:20][CH:19]=1.[CH:34](O)=[O:35]>[Pd]>[C:1]1([C@H:7]([N:9]2[C:10]3=[N:11][CH:12]=[CH:13][N:14]=[C:15]3[NH:16][C:34]2=[O:35])[CH3:8])[CH:6]=[CH:5][CH:4]=[CH:3][CH:2]=1.[C:27]1([C@H:25]([NH:24][C:22]2[C:21]([NH2:33])=[N:20][CH:19]=[CH:18][N:23]=2)[CH3:26])[CH:32]=[CH:31][CH:30]=[CH:29][CH:28]=1. Reported procedure: (R)-N2-(1-Phenylethyl)pyrazine-2,3-diamine. The title compound was prepared by dissolving (R)-6-bromo-N2-(1-phenylethyl)pyrazine-2,3-diamine (1.00 g, 3.37 mmol) in neat formic acid (15 mL), and adding 10% Pd/C (0.34 mmol). This solution was purged with hydrogen gas at 1 atm., and stirred for 4 hours at room temperature. Upon completion, the reaction was filtered through celite and concentrated. The crude material was purified using silica gel chromatography (0-10% methanol in dichloromethane). C... Reactants: S(=O)([O-])S(=O)[O-].[Na+].[Na+] (sodium hydrosulfite), S(=O)([O-])S(=O)[O-].[Na+].[Na+] (sodium hydrosulfite), ClC1=CC(=C(C=C1)N1C=CC=C1)[N+](=O)[O-] (1-(4-chloro-2-nitrophenyl)pyrrole), S(=O)([O-])S(=O)[O-].[Na+].[Na+] (sodium hydrosulfite), O1CCCC1 (tetrahydrofuran). The solvent is C(C)O (ethanol), O (water), O (water). The product is NC1=C(C=CC(=C1)Cl)N1C=CC=C1 (1-(2-amino-4-chlorophenyl)pyrrole). Reaction SMILES: S(S([O-])=O)([O-])=O.[Na+].[Na+].[Cl:9][C:10]1[CH:15]=[CH:14][C:13]([N:16]2[CH:20]=[CH:19][CH:18]=[CH:17]2)=[C:12]([N+:21]([O-])=O)[CH:11]=1.O1CCCC1>O.C(O)C>[NH2:21][C:12]1[CH:11]=[C:10]([Cl:9])[CH:15]=[CH:14][C:13]=1[N:16]1[CH:17]=[CH:18][CH:19]=[CH:20]1 |f:0.1.2|. Procedure: 10 g of sodium hydrosulfite are added portionwise to a stirred solution of 10.0 g (0.045 mole) of 1-(4-chloro-2-nitrophenyl)pyrrole, 200 ml. of tetrahydrofuran and 100 ml. of water, and the solution is heated on a steam bath for 5 minutes. An additional 10 g of sodium hydrosulfite are added and the solution is again heated on a steam bath for 5 minutes. Then 23 g more of sodium hydrosulfite and a solution of 200 ml. of ethanol in 250 ml. of water are added and heated for 5 minutes on a steam bat... Reactants: CN(CC(CO)NC(=O)OC(C)(C)C)C(=O)OCC[Si](C)(C)C, CCO, Cc1ccc(S(=O)(=O)O)cc1. Yields the product CN(CC(N)CO)C(=O)OCC[Si](C)(C)C. Reaction SMILES: [C:1]([O:2][C:3](=[O:4])[NH:8][CH:9]([CH2:10][OH:11])[CH2:12][N:13]([C:14](=[O:15])[O:16][CH2:17][CH2:18][Si:19]([CH3:20])([CH3:21])[CH3:22])[CH3:23])([CH3:5])([CH3:6])[CH3:7].[CH3:35][CH2:36][OH:37].[c:24]1([CH3:25])[cH:26][cH:27][c:28]([S:29]([OH:30])(=[O:31])=[O:32])[cH:33][cH:34]1>>[NH2:8][CH:9]([CH2:10][OH:11])[CH2:12][N:13]([C:14](=[O:15])[O:16][CH2:17][CH2:18][Si:19]([CH3:20])([CH3:21])[CH3:22])[CH3:23]. Isolated yield 91.3%. As a reaction SMILES: [F:1][C:2]1[CH:39]=[C:38]([NH:40][C:41]([C:43]2[C:44](=[O:56])[N:45]([C:49]3[CH:54]=[CH:53][C:52]([F:55])=[CH:51][CH:50]=3)[N:46]=[CH:47][CH:48]=2)=[O:42])[CH:37]=[CH:36][C:3]=1[O:4][C:5]1[CH:10]=[CH:9][N:8]=[C:7]2[N:11](CC3C=CC(OC)=CC=3)[N:12]=[C:13]([CH:14]3[CH2:19][CH2:18][N:17](C(OC(C)(C)C)=O)[CH2:16][CH2:15]3)[C:6]=12.C(O)(C(F)(F)F)=O>>[F:1][C:2]1[CH:39]=[C:38]([NH:40][C:41]([C:43]2[C:44](=[O:56])[N:45]([C:49]3[CH:50]=[CH:51][C:52]([F:55])=[CH:53][CH:54]=3)[N:46]=[CH:47][CH:48]=2)=[O:42])[CH:37]=[CH:36][C:3]=1[O:4][C:5]1[CH:10]=[CH:9][N:8]=[C:7]2[NH:11][N:12]=[C:13]([CH:14]3[CH2:15][CH2:16][NH:17][CH2:18][CH2:19]3)[C:6]=12. Procedure details: A 50 mL round-bottomed flask was charged with tert-butyl 4-(4-(2-fluoro-4-(2-(4-fluorophenyl)-3-oxo-2,3-dihydropyridazine-4-carboxamido)phenoxy)-1-(4-methoxybenzyl)-1H-pyrazolo[3,4-b]pyridin-3-yl)piperidine-1-carboxylate (30.0 mg, 0.0393 mmol) (Example 105, step D) and CF3COOH (5 mL). The reaction mixture was stirred at 80° C. overnight. Then the solvent was removed and the residue was purified by silica gel chromatography (DCM/7 M NH3 in MeOH from 50/1 to 10/1, v/v) to afford product (19.5 mg, ... The reactants are FC1=C(OC2=C3C(=NC=C2)N(N=C3C3CCN(CC3)C(=O)OC(C)(C)C)CC3=CC=C(C=C3)OC)C=CC(=C1)NC(=O)C=1C(N(N=CC1)C1=CC=C(C=C1)F)=O (tert-butyl 4-(4-(2-fluoro-4-(2-(4-fluorophenyl)-3-oxo-2,3-dihydropyridazine-4-carboxamido)phenoxy)-1-(4-methoxybenzyl)-1H-pyrazolo[3,4-b]pyridin-3-yl)piperidine-1-carboxylate), C(=O)(C(F)(F)F)O (CF3COOH). Yields the product FC=1C=C(C=CC1OC1=C2C(=NC=C1)NN=C2C2CCNCC2)NC(=O)C=2C(N(N=CC2)C2=CC=C(C=C2)F)=O (N-(3-fluoro-4-(3-(piperidin-4-yl)-1H-pyrazolo[3,4-b]pyridin-4-yloxy)phenyl)-2-(4-fluorophenyl)-3-oxo-2,3-dihydropyridazine-4-carboxamide). Reaction conditions: temperature 80 celsius, time 8 hour. Reactants: ClC1=C2C3=C(N4C2=C(C=C1)CCNCC4)CCC3 (8-chloro-2,3,4,5,10,11-hexahydro-1H,9H-cyclopenta[b][1,4]diazocino[7,8,1-hi]indole), C(#N)[BH3-].[Na+] (sodium cyanoborohydride). Run in C(C)(=O)O (acetic acid). Reaction conditions: time 8 hour. Product: ClC1=C2C3C(N4C2=C(C=C1)CCNCC4)CCC3 (8-Chloro-2,3,4,5,9,10,11,11a-octahydro-1H,8bH-cyclopenta[b][1,4]diazocino[7,8,1-hi]indole). The yield is 49.6%. Reaction SMILES: [Cl:1][C:2]1[CH:10]=[CH:9][C:8]2[CH2:11][CH2:12][NH:13][CH2:14][CH2:15][N:6]3[C:7]=2[C:3]=1[C:4]1[CH2:18][CH2:17][CH2:16][C:5]=13.C([BH3-])#N.[Na+]>C(O)(=O)C>[Cl:1][C:2]1[CH:10]=[CH:9][C:8]2[CH2:11][CH2:12][NH:13][CH2:14][CH2:15][N:6]3[C:7]=2[C:3]=1[CH:4]1[CH2:18][CH2:17][CH2:16][CH:5]13 |f:1.2|. Procedure: To a solution of 8-chloro-2,3,4,5,10,11-hexahydro-1H,9H-cyclopenta[b][1,4]diazocino[7,8,1-hi]indole (0.60 g, 2.30 mmole) in acetic acid (100 mL) was added sodium cyanoborohydride (0.60 g, 9.07 mmole) and the reaction mixture was stirred at room temperature overnight. The solvent was removed in vacuo and the residue was diluted with methylene chloride (200 mL) and washed with aqueous sodium hydroxide (1N, 150 mL), saturated sodium chloride (150 mL), dried (sodium sulfate) and concentrated. Purifi... Reactants: C1(CC1)N1C=C(C(C2=CC(=C(C=C12)N1CC(NCC1)C1=CSC=C1)F)=O)C(=O)O (1-cyclopropyl-6-fluoro-1,4-dihydro-4-oxo-7-[3-(3-thienyl)-1-piperazinyl]-3-quinolinecarboxylic acid), Cl (hydrochloric acid). Solvent: [OH-].[Na+] (sodium hydroxide). Reaction conditions: time 30 minute. The product is Cl.C1(CC1)N1C=C(C(C2=CC(=C(C=C12)N1CC(NCC1)C1=CSC=C1)F)=O)C(=O)O (1-Cyclopropyl-6-fluoro-1,4-dihydro-4-oxo-7-[3-(3-thienyl)-1-piperazinyl]-3-quinolinecarboxylic acid, monohydrochloride). RXN SMILES: [CH:1]1([N:4]2[C:13]3[C:8](=[CH:9][C:10]([F:25])=[C:11]([N:14]4[CH2:19][CH2:18][NH:17][CH:16]([C:20]5[CH:24]=[CH:23][S:22][CH:21]=5)[CH2:15]4)[CH:12]=3)[C:7](=[O:26])[C:6]([C:27]([OH:29])=[O:28])=[CH:5]2)[CH2:3][CH2:2]1.[ClH:30]>[OH-].[Na+]>[ClH:30].[CH:1]1([N:4]2[C:13]3[C:8](=[CH:9][C:10]([F:25])=[C:11]([N:14]4[CH2:19][CH2:18][NH:17][CH:16]([C:20]5[CH:24]=[CH:23][S:22][CH:21]=5)[CH2:15]4)[CH:12]=3)[C:7](=[O:26])[C:6]([C:27]([OH:29])=[O:28])=[CH:5]2)[CH2:2][CH2:3]1 |f:2.3,4.5|. Procedure: A 200 mg portion of 1-cyclopropyl-6-fluoro-1,4-dihydro-4-oxo-7-[3-(3-thienyl)-1-piperazinyl]-3-quinolinecarboxylic acid was dissolved in 2 ml of 1N sodium hydroxide, then 10% aqueous hydrochloric acid was added until the pH was 3. The mixture was stirred for 30 minutes, then the solid was collected and dried, giving 170 mg of the desired product. Starting materials: ClC1=CC2=C(N=CN2)C=C1Cl (5,6-dichlorobenzimidazole), compound 14, F[C@H]1[C@@H](O[C@@H]([C@H]1O)CO)N1C(=O)NC(=O)C=C1 (2'-Deoxy-2'-fluorouridine), compound 13, ClC1=CC2=C(N=CN2)C=C1Cl (5,6-dichlorobenzimidazole), compound 14. Solvent: C(CC(O)(C(=O)[O-])CC(=O)[O-])(=O)[O-] (citrate). Run at temperature 80 celsius, time 8 hour. Product: ClC1=CC2=C(N(C=N2)[C@H]2[C@@H]([C@H](O)[C@H](O2)CO)F)C=C1Cl (5,6-Dichloro-1-(2-deoxy-2-fluoro-β-D-ribofuranosyl)benzimidazole). The yield is 67.0%. Reaction SMILES: [F:1][C@@H:2]1[C@H:6]([OH:7])[C@@H:5]([CH2:8][OH:9])[O:4][C@H:3]1N1C=CC(=O)NC1=O.[Cl:18][C:19]1[C:27]([Cl:28])=[CH:26][C:22]2[N:23]=[CH:24][NH:25][C:21]=2[CH:20]=1>C([O-])(=O)CC(CC([O-])=O)(C([O-])=O)O>[Cl:28][C:27]1[C:19]([Cl:18])=[CH:20][C:21]2[N:25]([C@@H:3]3[O:4][C@H:5]([CH2:8][OH:9])[C@@H:6]([OH:7])[C@H:2]3[F:1])[CH:24]=[N:23][C:22]=2[CH:26]=1. Reported procedure: 2'-Deoxy-2'-fluorouridine, compound 13 (0.99 g, 4 mmol), which can be prepared by the method of Codington et al. (Codington et al., 1968), was dissolved in 800 mL of 50 mM pH 6.0 citrate buffer. 5,6-dichlorobenzimidazole, compound 14 (0.30g, 1.6 mmoles), which can be prepared by the method of Townsend et al. (Townsend et al., 1970), was added and the reaction was placed in a 50° C. water bath. N-deoxyribo-furanosyl transferase (60,000 units; see Cook et al., 1990) was added and the reaction mixt...